Dataset: the Open Reaction Database (ORD), a public repository of structured organic reaction records. Task: describe an organic reaction: reactants, conditions, products, and yield Starting materials: ClC1=C2C(=C(C(=NC2=CC(=C1)Cl)O)O)O (5,7-Dichloro-2,3,4-trihydroxyquinoline), N1C(C(C(C2=CC=CC=C12)=O)=O)=O (Quinoline-2,3,4-trione). Product: ClC1=C2C(C(C(NC2=CC(=C1)Cl)=O)=O)=O (5,7-Dichloroquinolin-2,3,4-trione). As a reaction SMILES: [Cl:1][C:2]1[CH:11]=[C:10]([Cl:12])[CH:9]=[C:8]2[C:3]=1[C:4]([OH:15])=[C:5]([OH:14])[C:6]([OH:13])=[N:7]2.N1C2C(=CC=CC=2)C(=O)C(=O)C1=O>>[Cl:1][C:2]1[CH:11]=[C:10]([Cl:12])[CH:9]=[C:8]2[C:3]=1[C:4](=[O:15])[C:5](=[O:14])[C:6](=[O:13])[NH:7]2. Reported procedure: Compound 12b was prepared from 11b similar to 12a as pale-yellow solid, mp 240° C. (dec.). 1H NMR (DMSO-d6), 7.042 (d, 1, J=1.8), 7.312 (d, 1, J=1.8), 7.421 (s, 2), 10.918 (s, 1). 1H NMR (DMSO-d6 +D2O), 7.054 (s, 1), 7.302 (s, 1). Reactants: CN1CCOCC1, COC(=O)NC(C(=O)N1CCCC1c1ncc(-c2ccc(-c3ccc(-c4cnc(CN5CCCC(N)C5=O)[nH]4)cc3)cc2)[nH]1)C(C)C, COC(=O)Cl, ClCCl. Product: COC(=O)NC1CCCN(Cc2ncc(-c3ccc(-c4ccc(-c5cnc(C6CCCN6C(=O)C(NC(=O)OC)C(C)C)[nH]5)cc4)cc3)[nH]2)C1=O. Reaction SMILES: [CH3:1][N:2]1[CH2:3][CH2:4][O:5][CH2:6][CH2:7]1.[CH3:8][O:9][C:10]([NH:11][CH:12]([CH:13]([CH3:14])[CH3:15])[C:16](=[O:17])[N:18]1[CH:19]([c:23]2[nH:24][c:25](-[c:28]3[cH:29][cH:30][c:31](-[c:34]4[cH:35][cH:36][c:37](-[c:40]5[nH:41][c:42]([CH2:45][N:46]6[C:47](=[O:53])[CH:48]([NH2:52])[CH2:49][CH2:50][CH2:51]6)[n:43][cH:44]5)[cH:38][cH:39]4)[cH:32][cH:33]3)[cH:26][n:27]2)[CH2:20][CH2:21][CH2:22]1)=[O:54].[Cl:55][C:56](=[O:57])[O:58][CH3:59].[Cl:60][CH2:61][Cl:62]>>[CH3:8][O:9][C:10]([NH:11][CH:12]([CH:13]([CH3:14])[CH3:15])[C:16](=[O:17])[N:18]1[CH:19]([c:23]2[nH:24][c:25](-[c:28]3[cH:29][cH:30][c:31](-[c:34]4[cH:35][cH:36][c:37](-[c:40]5[nH:41][c:42]([CH2:45][N:46]6[C:47](=[O:53])[CH:48]([NH:52][C:56](=[O:57])[O:58][CH3:59])[CH2:49][CH2:50][CH2:51]6)[n:43][cH:44]5)[cH:38][cH:39]4)[cH:32][cH:33]3)[cH:26][n:27]2)[CH2:20][CH2:21][CH2:22]1)=[O:54]. Reactants: B(Br)(Br)Br (boron tribromide), COC=1C=C(C=CC1OC)C=CC1=NC(=NO1)CCCCCCCCC (5-[2-(3,4-Dimethoxy-phenyl)-vinyl]-3-nonyl-[1,2,4]oxadiazole), COC=1C=C(C=CC1OC)C=CC1=NC(=NO1)CCCCCCCCC (5-[2-(3,4-Dimethoxy-phenyl)-vinyl]-3-nonyl-[1,2,4]oxadiazole). Solvent: ClCCl (dichloromethane), ClCCl (dichloromethane). Conditions: temperature -42.5 celsius, time 17.5 minute. Yields the product C(CCCCCCCC)C1=NOC(=N1)C=CC=1C=C(C(=CC1)O)O (4-[2-(3-Nonyl-[1,2,4]oxadiazol-5-yl)-vinyl]-benzene-1,2-diol). RXN SMILES: B(Br)(Br)Br.C[O:6][C:7]1[CH:8]=[C:9]([CH:15]=[CH:16][C:17]2[O:21][N:20]=[C:19]([CH2:22][CH2:23][CH2:24][CH2:25][CH2:26][CH2:27][CH2:28][CH2:29][CH3:30])[N:18]=2)[CH:10]=[CH:11][C:12]=1[O:13]C>ClCCl>[CH2:22]([C:19]1[N:18]=[C:17]([CH:16]=[CH:15][C:9]2[CH:8]=[C:7]([OH:6])[C:12]([OH:13])=[CH:11][CH:10]=2)[O:21][N:20]=1)[CH2:23][CH2:24][CH2:25][CH2:26][CH2:27][CH2:28][CH2:29][CH3:30]. Procedure details: To a cooled solution of 0.06 mL of boron tribromide (0.6 mmol) in 2 mL dichloromethane, 5-[2-(3,4-dimethoxy-phenyl)-vinyl]-3-nonyl-[1,2,4]oxadiazole (compound of Example 33; 0.1 g, 0.27 mmol) dissolved in 8 mL of dichloromethane was added over a period of 15-20 min at −45° C. to −40° C. The reaction mixture was stirred at −45 to −40° C. for 15-20 min and allowed to attain a temperature of 25° C. to 30° C. over a period of 1 h. The reaction mixture was further stirred at 25° C. to 30° C. for 4-5 ... Procedure details: Pyrogallol (0.50 g, 3.96 mmol), triethyl orthoformate (0.80 cm3, 4.81 mmol) and amberlyst-IR-120(plus), (0.11 g, 5% weight alcohol) were combined in dried toluene (40 cm3) and heated to reflux under nitrogen for 28 hours. Any low boiling solvents were removed by distillation through a 10 cm Vigreux column, and the reaction vessel was recharged with toluene as required. The cooled solution was filtered through a pad of celite, and the filtrate was evaporated under reduced pressure. The residue wa... Isolated yield 92.9%. Product: C(C)OC1OC2=C(O1)C=CC=C2O (2-Ethoxy-benzo[1.3]dioxol-4-ol). Solvent: C1(=CC=CC=C1)C (toluene). The reactants are C1(O)=C(O)C(O)=CC=C1 (Pyrogallol), C(OCC)(OCC)OCC (triethyl orthoformate), alcohol. As a reaction SMILES: [C:1]1([CH:9]=[CH:8][CH:7]=[C:5]([OH:6])[C:3]=1[OH:4])[OH:2].[CH:10](OCC)(OCC)[O:11][CH2:12][CH3:13]>C1(C)C=CC=CC=1>[CH2:12]([O:11][CH:10]1[O:2][C:1]2[CH:9]=[CH:8][CH:7]=[C:5]([OH:6])[C:3]=2[O:4]1)[CH3:13]. Reactants: ClC1=NC=2N(C(=C1)NC(OC(C)(C)C)=O)N=CC2 (tert-butyl 5-chloropyrazolo[1,5-a]pyrimidin-7-ylcarbamate), O=P(Cl)(Cl)Cl (POCl3), CN(C)C=O (DMF). Run at time 8 hour. The product is ClC1=NC=2N(C(=C1)NC(OC(C)(C)C)=O)N=CC2C=O (tert-butyl 5-chloro-3-formylpyrazolo[1,5-a]pyrimidin-7-ylcarbamate). Yield: 27.0%. RXN SMILES: [Cl:1][C:2]1[CH:7]=[C:6]([NH:8][C:9](=[O:15])[O:10][C:11]([CH3:14])([CH3:13])[CH3:12])[N:5]2[N:16]=[CH:17][CH:18]=[C:4]2[N:3]=1.O=P(Cl)(Cl)Cl.CN([CH:27]=[O:28])C>>[Cl:1][C:2]1[CH:7]=[C:6]([NH:8][C:9](=[O:15])[O:10][C:11]([CH3:13])([CH3:14])[CH3:12])[N:5]2[N:16]=[CH:17][C:18]([CH:27]=[O:28])=[C:4]2[N:3]=1. Procedure: To tert-butyl 5-chloropyrazolo[1,5-a]pyrimidin-7-ylcarbamate (3.7 g, 13.8 mmol) in DMF (36 mL), POCl3 (7.7 mL, 82.9 mmol) was added dropwise at 0° C. After the addition was complete, the reaction was allowed to warm to room temperature and stirred for 8 hours. Then, the reaction was quenched by slow addition to ice cold 6N NaOH. The mixture was diluted with water then the solid was collected by filtration. The solid was washed several more times with water and dried under vacuum overnight. The p... Reactants: CCN(C(=O)Nc1ccc(OC(F)(F)F)cc1)C1CCc2cc(SC(C)(C)C(=O)OC(C)(C)C)ccc2C1, ClCCl, O=C(O)C(F)(F)F. Yields the product CCN(C(=O)Nc1ccc(OC(F)(F)F)cc1)C1CCc2cc(SC(C)(C)C(=O)O)ccc2C1. Reaction SMILES: [C:1]([CH3:2])([CH3:3])([CH3:4])[O:5][C:6]([C:7]([CH3:8])([CH3:9])[S:10][c:11]1[cH:12][c:13]2[c:18]([cH:19][cH:20]1)[CH2:17][CH:16]([N:21]([C:22](=[O:23])[NH:24][c:25]1[cH:26][cH:27][c:28]([O:31][C:32]([F:33])([F:34])[F:35])[cH:29][cH:30]1)[CH2:36][CH3:37])[CH2:15][CH2:14]2)=[O:38].[Cl:46][CH2:47][Cl:48].[F:39][C:40]([F:41])([F:42])[C:43]([OH:44])=[O:45]>>[O:5]=[C:6]([C:7]([CH3:8])([CH3:9])[S:10][c:11]1[cH:12][c:13]2[c:18]([cH:19][cH:20]1)[CH2:17][CH:16]([N:21]([C:22](=[O:23])[NH:24][c:25]1[cH:26][cH:27][c:28]([O:31][C:32]([F:33])([F:34])[F:35])[cH:29][cH:30]1)[CH2:36][CH3:37])[CH2:15][CH2:14]2)[OH:38]. The reagents and catalysts are [Pd] (palladium on charcoal). Reaction SMILES: [F:1][C:2]1([F:24])[C:6]([F:8])([F:7])[C:5]2[CH:9]=[CH:10][CH:11]=[C:12]([CH2:13][CH:14]3[CH2:23][CH2:22][C:17]4([O:21][CH2:20][CH2:19][O:18]4)[CH2:16][CH2:15]3)[C:4]=2[O:3]1>[Pd].C(O)C>[F:24][C:2]1([F:1])[C:6]([F:7])([F:8])[C:5]2[CH:9]=[CH:10][CH:11]=[C:12]([CH:13]=[C:14]3[CH2:23][CH2:22][C:17]4([O:21][CH2:20][CH2:19][O:18]4)[CH2:16][CH2:15]3)[C:4]=2[O:3]1. Solvent: C(C)O (ethanol). Procedure details: This compound is prepared in a manner analogous to that of Step C of Example 2, by the hydrogenation of 8.9 grams (0.026 mole) of 8-(2,2,3,3-tetrafluoro-2,3-dihydrobenzofuran-7-ylmethylene)-1,4-dioxaspiro[4.5]decane in the presence of 0.4 gram (catalyst) of 10% palladium on charcoal in 50 mL of ethanol, yielding 8-(2,2,3,3-tetrafluoro-2,3-dihydrobenzofuran-7-ylmethyl)-1,4-dioxaspiro[4.5]decane. Reactants: FC1(OC2=C(C1(F)F)C=CC=C2CC2CCC1(OCCO1)CC2)F (8-(2,2,3,3-tetrafluoro-2,3-dihydrobenzofuran-7-ylmethyl)-1,4-dioxaspiro[4.5]decane). Yields the product FC1(OC2=C(C1(F)F)C=CC=C2C=C2CCC1(OCCO1)CC2)F (8-(2,2,3,3-tetrafluoro-2,3-dihydrobenzofuran-7-ylmethylene)-1,4-dioxaspiro[4.5]decane).